This data is from the Open Reaction Database (ORD), a public repository of structured organic reaction records. The task is: describe an organic reaction: reactants, conditions, products, and yield The reactants are CC(C)(C)OC(=O)COC1CCN(CC2CN(c3ccc(CNC(=O)OCc4ccccc4)cc3)C(=O)O2)CC1, O=C(NCc1ccc(N2CC(CCl)OC2=O)cc1)OCc1ccccc1, CO, CC(=O)O, CC(C)(C)OC(=O)COC1CCNCC1, O. Product: CC(C)(C)OC(=O)COC1CCN(CC2CN(c3ccc(CN)cc3)C(=O)O2)CC1. Reaction SMILES: [CH2:1]([O:2][C:3](=[O:4])[NH:11][CH2:12][c:13]1[cH:14][cH:15][c:16]([N:19]2[C:20](=[O:40])[O:21][CH:22]([CH2:24][N:25]3[CH2:26][CH2:27][CH:28]([O:31][CH2:32][C:33](=[O:34])[O:35][C:36]([CH3:37])([CH3:38])[CH3:39])[CH2:29][CH2:30]3)[CH2:23]2)[cH:17][cH:18]1)[c:5]1[cH:6][cH:7][cH:8][cH:9][cH:10]1.[CH2:41]([O:42][C:43]([NH:44][CH2:45][c:46]1[cH:47][cH:48][c:49]([N:50]2[CH2:51][CH:52]([CH2:53][Cl:54])[O:55][C:56]2=[O:57])[cH:58][cH:59]1)=[O:60])[c:61]1[cH:62][cH:63][cH:64][cH:65][cH:66]1.[CH3:83][OH:84].[CH3:85][C:86](=[O:87])[OH:88].[NH:67]1[CH2:68][CH2:69][CH:70]([O:71][CH2:72][C:73]([O:74][C:75]([CH3:76])([CH3:77])[CH3:78])=[O:79])[CH2:80][CH2:81]1.[OH2:82]>>[NH2:11][CH2:12][c:13]1[cH:14][cH:15][c:16]([N:19]2[C:20](=[O:40])[O:21][CH:22]([CH2:24][N:25]3[CH2:26][CH2:27][CH:28]([O:31][CH2:32][C:33](=[O:34])[O:35][C:36]([CH3:37])([CH3:38])[CH3:39])[CH2:29][CH2:30]3)[CH2:23]2)[cH:17][cH:18]1. Reactants: CC1=C(C=C(C=C1)C=1OC(=NN1)C)C1=CC=C(C=C1)C(=O)NCC1=CC(=CC=C1)C(F)(F)F (2′-methyl-5′-(5methyl-1,3,4-oxadiazol-2-yl)-N-(3-trifluoromethylbenzyl)-1,1′-biphenyl-4-carboxamide), IC (iodomethane). The product is CC1=C(C=C(C=C1)C=1OC(=NN1)C)C1=CC=C(C=C1)C(=O)N(CC1=CC(=CC=C1)C(F)(F)F)C (2′-Methyl-N-methyl-5′-(5-methyl-1,3,4-oxadiazol-2-yl)-N-(3-trifluoromethylbenzyl)-1,1′-biphenyl-4-carboxamide). Reaction SMILES: [CH3:1][C:2]1[CH:7]=[CH:6][C:5]([C:8]2[O:9][C:10]([CH3:13])=[N:11][N:12]=2)=[CH:4][C:3]=1[C:14]1[CH:19]=[CH:18][C:17]([C:20]([NH:22][CH2:23][C:24]2[CH:29]=[CH:28][CH:27]=[C:26]([C:30]([F:33])([F:32])[F:31])[CH:25]=2)=[O:21])=[CH:16][CH:15]=1.I[CH3:35]>>[CH3:1][C:2]1[CH:7]=[CH:6][C:5]([C:8]2[O:9][C:10]([CH3:13])=[N:11][N:12]=2)=[CH:4][C:3]=1[C:14]1[CH:19]=[CH:18][C:17]([C:20]([N:22]([CH3:35])[CH2:23][C:24]2[CH:29]=[CH:28][CH:27]=[C:26]([C:30]([F:32])([F:33])[F:31])[CH:25]=2)=[O:21])=[CH:16][CH:15]=1. Procedure details: 2′-Methyl-N-methyl-5′-(5-methyl-1,3,4-oxadiazol-2-yl)-N-(3-trifluoromethylbenzyl)-1,1′-biphenyl-4-carboxamide was prepared from 2′-methyl-5′-(5methyl-1,3,4-oxadiazol-2-yl)-N-(3-trifluoromethylbenzyl)-1,1′-biphenyl-4-carboxamide and iodomethane using method L. NMR; δH [2H6]—DMSO 7.89,(1H, d), 7.76-7.49,(10H, m), 4.79-4.65,(2H, m), 2.94,(3H, s), 2.55,(3H, s), 2.32,(3H, s). LCMS; retention time 3.62 min, MH+ 466. Reactants: C(C1=CC=CC=C1)ON([C@@H]1CC[C@H](N(C1)C(=O)OC(C)(C)C)C1=NC=NS1)C(=O)Cl ((2S,5R)-tert-butyl 5-(benzyloxy(chlorocarbonyl)amino)-2-(1,2,4-thiadiazol-5-yl)piperidine-1-carboxylate). The solvent is Cl (HCl), O1CCOCC1 (dioxane). Conditions: time 0.5 hour. Product: Cl.S1N=CN=C1[C@@H]1CC[C@H](CN1)N(C(=O)Cl)OCC1=CC=CC=C1 (((3R,6S)-6-(1,2,4-thiadiazol-5-yl)piperidin-3-yl)(benzyloxy)carbamic chloride HCl salt). Reaction SMILES: [CH2:1]([O:8][N:9]([C:28]([Cl:30])=[O:29])[C@H:10]1[CH2:15][N:14](C(OC(C)(C)C)=O)[C@H:13]([C:23]2[S:27][N:26]=[CH:25][N:24]=2)[CH2:12][CH2:11]1)[C:2]1[CH:7]=[CH:6][CH:5]=[CH:4][CH:3]=1>Cl.O1CCOCC1>[ClH:30].[S:27]1[C:23]([C@H:13]2[NH:14][CH2:15][C@H:10]([N:9]([O:8][CH2:1][C:2]3[CH:7]=[CH:6][CH:5]=[CH:4][CH:3]=3)[C:28]([Cl:30])=[O:29])[CH2:11][CH2:12]2)=[N:24][CH:25]=[N:26]1 |f:3.4|. Reported procedure: (2S,5R)-tert-butyl 5-(benzyloxy(chlorocarbonyl)amino)-2-(1,2,4-thiadiazol-5-yl)piperidine-1-carboxylate was dissolved in 4 N HCl in dioxane (10 mL). The mixture was stirred at rt for 0.5 h and then concentrated to provide the crude ((3R,6S)-6-(1,2,4-thiadiazol-5-yl)piperidin-3-yl)(benzyloxy)carbamic chloride HCl salt, which was directly used in the next step. ESI-MS (EI+, m/z): 445 [M+H]+.